From a dataset of the Open Reaction Database (ORD), a public repository of structured organic reaction records. describe an organic reaction: reactants, conditions, products, and yield Reactants: C(CCC)[Li] (Butyllithium), C(C)(C)(C)C1=C(C=CC=C1)N=C(C1=CC=C(C=C1)C)NC1=C(C=CC=C1)C(C)(C)C (N′-(2-tert-butylphenyl)-N-(2-tert-butylphenyl)-4-methylbenzamidine), ClP(C(C)C)C(C)C (Chlorodiisopropylphosphine). Run in C(C)OCC (diethylether). Reaction conditions: temperature 0 celsius, time 2 hour. Product: C(C)(C)(C)C1=C(C=CC=C1)N=C(C1=CC=C(C=C1)C)N(P(C(C)C)C(C)C)C1=C(C=CC=C1)C(C)(C)C (N′-(2-tert-butylphenyl)-N-(2-tert-butylphenyl)-N-(diisopropylphosphino)-4-methylbenzamidine). Isolated yield 87.4%. Reaction SMILES: [C:1]([C:5]1[CH:10]=[CH:9][CH:8]=[CH:7][C:6]=1[N:11]=[C:12]([NH:20][C:21]1[CH:26]=[CH:25][CH:24]=[CH:23][C:22]=1[C:27]([CH3:30])([CH3:29])[CH3:28])[C:13]1[CH:18]=[CH:17][C:16]([CH3:19])=[CH:15][CH:14]=1)([CH3:4])([CH3:3])[CH3:2].C([Li])CCC.Cl[P:37]([CH:41]([CH3:43])[CH3:42])[CH:38]([CH3:40])[CH3:39]>C(OCC)C>[C:1]([C:5]1[CH:10]=[CH:9][CH:8]=[CH:7][C:6]=1[N:11]=[C:12]([N:20]([C:21]1[CH:26]=[CH:25][CH:24]=[CH:23][C:22]=1[C:27]([CH3:30])([CH3:29])[CH3:28])[P:37]([CH:41]([CH3:43])[CH3:42])[CH:38]([CH3:40])[CH3:39])[C:13]1[CH:14]=[CH:15][C:16]([CH3:19])=[CH:17][CH:18]=1)([CH3:3])([CH3:4])[CH3:2]. Procedure details: N′-(2-tert-butylphenyl)-N-(2-tert-butylphenyl)-4-methylbenzamidine (NS Amidine II) (1.20 g, 3.0 mmol) was dissolved in 50 mL of diethylether and cooled to 0° C. Butyllithium (1.50 mL of 2.0 M solution in pentane, 3.0 mmol) was added dropwise, producing a light yellow solution. The solution was warmed to room temperature and stirred for 2 hours. Chlorodiisopropylphosphine (0.48 mL, 3.0 mmol) was added slowly at room temperature. A white suspension formed, which was stirred overnight at room tempe... Reactants: 30, sugar, O=C[C@H](O)[C@@H](O)[C@@H](O)[C@H](O)CO (Galactose), O=C[C@H](O)[C@@H](O)[C@@H](O)[C@H](O)CO (d-galactose), OCC(=O)[C@@H](O)[C@@H](O)[C@H](O)CO (d-tagatose), [Cl-].[Cl-].[Ca+2] (CaCl2), [Cl-].[Cl-].[Ca+2] (CaCl2), O=C[C@H](O)[C@@H](O)[C@H](O)[C@H](O)CO (d-glucose), OCC(=O)[C@@H](O)[C@@H](O)[C@H](O)CO (d-tagatose), O=C[C@H](O)[C@@H](O)[C@@H](O)[C@H](O)CO (d-galactose), [Ca] (calcium), ( 2-3-2-2 ), O=C[C@H](O)[C@@H](O)[C@H](O)[C@H](O)CO (d-glucose). Run in O (water). Reaction conditions: temperature 65 celsius, time 1020 second. The product is O=C[C@H](O)[C@@H](O)[C@@H](O)[C@H](O)CO.OCC(=O)[C@@H](O)[C@@H](O)[C@H](O)CO (Galactose Tagatose). RXN SMILES: [Ca].[O:2]=[CH:3][C@@H:4]([C@H:6]([C@H:8]([C@@H:10]([CH2:12][OH:13])[OH:11])[OH:9])[OH:7])[OH:5].[OH:14][CH2:15][C:16]([C@H:18]([C@H:20]([C@@H:22]([CH2:24][OH:25])[OH:23])[OH:21])[OH:19])=[O:17].O=C[C@@H]([C@H]([C@@H]([C@@H](CO)O)O)O)O.[Cl-].[Cl-].[Ca+2]>O>[O:2]=[CH:3][C@@H:4]([C@H:6]([C@H:8]([C@@H:10]([CH2:12][OH:13])[OH:11])[OH:9])[OH:7])[OH:5].[OH:14][CH2:15][C:16]([C@H:18]([C@H:20]([C@@H:22]([CH2:24][OH:25])[OH:23])[OH:21])[OH:19])=[O:17] |f:4.5.6,8.9|. Procedure details: An SMB unit (available from Orochem Technologies Inc., Lombard, Ill.) was configured as a combination of 30 columns divided equally into 3 circuits. Each circuit contained 10 columns. The size of each column was 14 inch×65 inch (35.56 cm×165.1 cm) and had an empty volume of about 150 liters. Each column was packed with 117 kg of Dowex 99CA/320 resin (Available from the Dow Chemical Company, Midland, Mich.), a strong acid cation calcium exchange resin stationary phase. The 30 columns were mounted... The reactants are C(CCC)N1C(N(C(C=2NC(=NC12)Cl)=O)CCCCC#N)=O (5-(3-Butyl-8-chloro-2,6-dioxo-2,3,6,7-tetrahydro-1H-purin-1-yl)pentanenitrile), NO (Hydroxylamine). The solvent is CCO (EtOH). Conditions: temperature 80 celsius. Product: C(CCC)N1C(N(C(C=2NC(=NC12)Cl)=O)CCCCC(NO)=N)=O (5-(3-Butyl-8-chloro-2,6-dioxo-2,3,6,7-tetrahydro-1H-purin-1-yl)-N-hydroxypentanimidamide). The yield is 63.6%. Reaction SMILES: [CH2:1]([N:5]1[C:13]2[N:12]=[C:11]([Cl:14])[NH:10][C:9]=2[C:8](=[O:15])[N:7]([CH2:16][CH2:17][CH2:18][CH2:19][C:20]#[N:21])[C:6]1=[O:22])[CH2:2][CH2:3][CH3:4].[NH2:23][OH:24]>CCO>[CH2:1]([N:5]1[C:13]2[N:12]=[C:11]([Cl:14])[NH:10][C:9]=2[C:8](=[O:15])[N:7]([CH2:16][CH2:17][CH2:18][CH2:19][C:20](=[NH:21])[NH:23][OH:24])[C:6]1=[O:22])[CH2:2][CH2:3][CH3:4]. Procedure: 5-(3-Butyl-8-chloro-2,6-dioxo-2,3,6,7-tetrahydro-1H-purin-1-yl)pentanenitrile (8.5 g, 26 mmol) was dissolved in EtOH (100 ml). Hydroxylamine (50% in water; 2.6 ml, 39 mmol) was added and the mixture heated at 80° C. for 48 h under nitrogen. The reaction mixture was concentrated in vacuo, the resultant solid washed with methanol and dried to give the title compound as a solid (5.9 g, 47%). The reactants are C1(=CC=CC=C1)CCCCOC1=CC=C(OCC(=O)OCC)C=C1 (ethyl [4-(4-phenylbutoxy)phenoxy]acetate), O.[OH-].[Li+] (lithium hydroxide monohydrate), O1CCCC1 (tetrahydrofuran), Cl (hydrochloric acid). The solvent is O (water), CO (methanol). Conditions: time 48 hour. Product: C1(=CC=CC=C1)CCCCOC1=CC=C(OCC(=O)O)C=C1 ([4-(4-phenylbutoxy)phenoxy]acetic acid). The yield is 88.8%. Reaction SMILES: [C:1]1([CH2:7][CH2:8][CH2:9][CH2:10][O:11][C:12]2[CH:24]=[CH:23][C:15]([O:16][CH2:17][C:18]([O:20]CC)=[O:19])=[CH:14][CH:13]=2)[CH:6]=[CH:5][CH:4]=[CH:3][CH:2]=1.O.[OH-].[Li+].O1CCCC1.Cl>O.CO>[C:1]1([CH2:7][CH2:8][CH2:9][CH2:10][O:11][C:12]2[CH:13]=[CH:14][C:15]([O:16][CH2:17][C:18]([OH:20])=[O:19])=[CH:23][CH:24]=2)[CH:6]=[CH:5][CH:4]=[CH:3][CH:2]=1 |f:1.2.3|. Reported procedure: A mixture of ethyl [4-(4-phenylbutoxy)phenoxy]acetate (0.59 g, 1.8 mmol), lithium hydroxide monohydrate (0.15 g, 3.6 mmol), tetrahydrofuran (5 mL), methanol (1 mL) and water (3 mL) was stirred at room temperature for 48 hrs. The mixture was acidified with 1N hydrochloric acid, and extracted with ethyl acetate. The extract was washed with saturated brine, and dried over anhydrous magnesium sulfate. The solvent was evaporated under reduced pressure. The residue was recrystallized from ethyl acetat... The product is ClC1=CC=C(CN(S(=O)(=O)C2=CC=C(C=C2)O[C@H]2[C@@H](CN(CC2)S(=O)(=O)C)O)CC(C)C)C=C1 (N-(4-Chloro-benzyl)-4-((+/−)trans-3-hydroxy-1-methanesulfonyl-piperidin-4-yloxy)-N-isobutyl-benzenesulfonamide). Procedure: To a solution of N-(4-Chloro-benzyl)-N-isobutyl-4-((+/−)trans-1-methanesulfonyl-3-triisopropylsilanyloxy-piperidin-4-yloxy)-benzenesulfonamide (271 mg) in THF (5 mL) was added a 1 M solution of tetrabutylammonium fluoride in THF (609 μL, 609 mmol) and the reaction was stirred at room temperature for 30 minutes. Water was added and then extracted with EtOAc, washed with brine, dried with Na2SO4 then concentrated, purified by silica gel column chromatography (0-75% EtOAc in cyclohexane) and freeze... The yield is 51.1%. Reaction SMILES: [Cl:1][C:2]1[CH:44]=[CH:43][C:5]([CH2:6][N:7]([CH2:39][CH:40]([CH3:42])[CH3:41])[S:8]([C:11]2[CH:16]=[CH:15][C:14]([O:17][C@@H:18]3[CH2:23][CH2:22][N:21]([S:24]([CH3:27])(=[O:26])=[O:25])[CH2:20][C@H:19]3[O:28][Si](C(C)C)(C(C)C)C(C)C)=[CH:13][CH:12]=2)(=[O:10])=[O:9])=[CH:4][CH:3]=1.[F-].C([N+](CCCC)(CCCC)CCCC)CCC.O>C1COCC1>[Cl:1][C:2]1[CH:3]=[CH:4][C:5]([CH2:6][N:7]([CH2:39][CH:40]([CH3:41])[CH3:42])[S:8]([C:11]2[CH:12]=[CH:13][C:14]([O:17][C@@H:18]3[CH2:23][CH2:22][N:21]([S:24]([CH3:27])(=[O:25])=[O:26])[CH2:20][C@H:19]3[OH:28])=[CH:15][CH:16]=2)(=[O:9])=[O:10])=[CH:43][CH:44]=1 |f:1.2|. Reactants: O (Water), ClC1=CC=C(CN(S(=O)(=O)C2=CC=C(C=C2)O[C@H]2[C@@H](CN(CC2)S(=O)(=O)C)O[Si](C(C)C)(C(C)C)C(C)C)CC(C)C)C=C1 (N-(4-Chloro-benzyl)-N-isobutyl-4-((+/−)trans-1-methanesulfonyl-3-triisopropylsilanyloxy-piperidin-4-yloxy)-benzenesulfonamide), solution, [F-].C(CCC)[N+](CCCC)(CCCC)CCCC (tetrabutylammonium fluoride). Run at time 30 minute. The solvent is C1CCOC1 (THF), C1CCOC1 (THF). Starting materials: C(C1=CC=CC=C1)(=O)O[C@@H]1CC2=C[C@H]([C@H]3[C@@H]4CC[C@H](C(C(OC)OC)C)[C@]4(CC[C@@H]3[C@]2([C@H](C1)OC(NC)=O)C)C)OC(=O)OC (3β-benzoyloxy-21,21-dimethoxy-20-methyl-1α-(N-methylcarbamoyl)oxy-7α-(methoxycarbonyl)oxypregn-5-ene), CC1(COC(OC1)C(C)[C@H]1CC[C@H]2[C@@H]3[C@@H](C=C4C[C@H](C[C@@H]([C@]4(C)[C@H]3CC[C@]12C)OC(=O)OC)OC(=O)OC)OC(=O)OC)C (20-(5,5-dimethyl-1,3-dioxan-2-yl)-1α,3β,7α-tris(methoxycarbonyloxy)pregn-5-ene). The product is COC(C([C@H]1CC[C@H]2[C@@H]3[C@@H](C=C4C[C@H](C[C@@H]([C@]4(C)[C@H]3CC[C@]12C)O)O)O)C)OC (21,21-dimethoxy-20-methylpregn-5-ene-1α,3β,7α-triol). Isolated yield 81.3%. Reaction SMILES: C([O:9][C@H:10]1[CH2:33][C@H:32]([O:34]C(=O)NC)[C@@:31]2([CH3:39])[C:12](=[CH:13][C@@H:14]([O:41]C(OC)=O)[C@@H:15]3[C@@H:30]2[CH2:29][CH2:28][C@@:27]2([CH3:40])[C@H:16]3[CH2:17][CH2:18][C@@H:19]2[CH:20]([CH3:26])[CH:21]([O:24][CH3:25])[O:22][CH3:23])[CH2:11]1)(=O)C1C=CC=CC=1.CC1(C)COC(C([C@@H]2[C@]3(C)[C@H]([C@H]4[C@H](CC3)[C@]3(C)C(C[C@@H](OC(OC)=O)C[C@@H]3OC(OC)=O)=C[C@H]4OC(OC)=O)CC2)C)OC1>>[CH3:25][O:24][CH:21]([O:22][CH3:23])[CH:20]([CH3:26])[C@@H:19]1[C@:27]2([CH3:40])[C@H:16]([C@H:15]3[C@H:30]([CH2:29][CH2:28]2)[C@:31]2([CH3:39])[C:12]([CH2:11][C@@H:10]([OH:9])[CH2:33][C@@H:32]2[OH:34])=[CH:13][C@H:14]3[OH:41])[CH2:17][CH2:18]1. Reported procedure: The reaction and workup procedures of Example 140 were repeated except that 85 mg of 3β-benzoyloxy-21,21-dimethoxy-20-methyl-1α-(N-methylcarbamoyl)oxy-7α-(methoxycarbonyl)oxypregn-5-ene was used in lieu of 100 mg of 20-(5,5-dimethyl-1,3-dioxan-2-yl)-1α,3β,7α-tris(methoxycarbonyloxy)pregn-5-ene to give 45 mg of 21,21-dimethoxy-20-methylpregn-5-ene-1α,3β,7α-triol showing the following physical properties. Starting materials: CO, [Fe], Cn1nc(C(N)=O)c2c1-c1nc(Nc3cc([N+](=O)[O-])ccc3OC(F)(F)F)ncc1CC2, O. The product is Cn1nc(C(N)=O)c2c1-c1nc(Nc3cc(N)ccc3OC(F)(F)F)ncc1CC2. As a reaction SMILES: [CH3:33][OH:34].[Fe:36].[N+:1]([O-:2])(=[O:3])[c:4]1[cH:5][cH:6][c:7]([O:28][C:29]([F:30])([F:31])[F:32])[c:8]([NH:10][c:11]2[n:12][c:13]3[c:18]([cH:19][n:20]2)[CH2:17][CH2:16][c:15]2[c:14]-3[n:23]([CH3:24])[n:22][c:21]2[C:25](=[O:26])[NH2:27])[cH:9]1.[OH2:35]>>[NH2:1][c:4]1[cH:5][cH:6][c:7]([O:28][C:29]([F:30])([F:31])[F:32])[c:8]([NH:10][c:11]2[n:12][c:13]3[c:18]([cH:19][n:20]2)[CH2:17][CH2:16][c:15]2[c:14]-3[n:23]([CH3:24])[n:22][c:21]2[C:25](=[O:26])[NH2:27])[cH:9]1. Starting materials: IC1=CC=C(C(=O)N2CC=3N(CC4=C2C=CC=C4)C=CC3)C=C1 (10,11-dihydro-10-(4-iodobenzoyl)-5H-pyrrolo[2,1-c][1,4]benzodiazepine), C(CCC)[Sn](C=1SC=CN1)(CCCC)CCCC (2-(Tributylstannyl)thiazole). The reagents and catalysts are C=1C=CC(=CC1)[P](C=2C=CC=CC2)(C=3C=CC=CC3)[Pd]([P](C=4C=CC=CC4)(C=5C=CC=CC5)C=6C=CC=CC6)([P](C=7C=CC=CC7)(C=8C=CC=CC8)C=9C=CC=CC9)[P](C=1C=CC=CC1)(C=1C=CC=CC1)C=1C=CC=CC1 (tetrakis(triphenylphosphine)palladium). Solvent: C1(=CC=CC=C1)C (toluene). Run at temperature 120 celsius. Product: S1C(=NC=C1)C1=CC=C(C(=O)N2CC=3N(CC4=C2C=CC=C4)C=CC3)C=C1 (10,11-Dihydro-10-[4-(2-thiazolyl)benzoyl]-5H-pyrrolo[2,1-c][1,4]benzodiazepine). Yield: 62.9%. Reaction SMILES: I[C:2]1[CH:23]=[CH:22][C:5]([C:6]([N:8]2[C:14]3[CH:15]=[CH:16][CH:17]=[CH:18][C:13]=3[CH2:12][N:11]3[CH:19]=[CH:20][CH:21]=[C:10]3[CH2:9]2)=[O:7])=[CH:4][CH:3]=1.C([Sn](CCCC)(CCCC)[C:29]1[S:30][CH:31]=[CH:32][N:33]=1)CCC>C1(C)C=CC=CC=1.C1C=CC([P]([Pd]([P](C2C=CC=CC=2)(C2C=CC=CC=2)C2C=CC=CC=2)([P](C2C=CC=CC=2)(C2C=CC=CC=2)C2C=CC=CC=2)[P](C2C=CC=CC=2)(C2C=CC=CC=2)C2C=CC=CC=2)(C2C=CC=CC=2)C2C=CC=CC=2)=CC=1>[S:30]1[CH:31]=[CH:32][N:33]=[C:29]1[C:2]1[CH:23]=[CH:22][C:5]([C:6]([N:8]2[C:14]3[CH:15]=[CH:16][CH:17]=[CH:18][C:13]=3[CH2:12][N:11]3[CH:19]=[CH:20][CH:21]=[C:10]3[CH2:9]2)=[O:7])=[CH:4][CH:3]=1 |^1:52,54,73,92|. Reported procedure: To a solution of 1.1 g of 10,11-dihydro-10-(4-iodobenzoyl)-5H-pyrrolo[2,1-c][1,4]benzodiazepine and 1.49 g of 2-(tributylstannyl)thiazole (Reference Example 48) in 50 ml of toluene under nitrogen is added 0.2 g of tetrakis(triphenylphosphine)palladium and the mixture heated to 120° C. for 16 hours. The toluene is evaporated in vacuo to a residue which is columned on silica gel by elution with 7:1 to 1:1 ethyl acetate:hexane to give 0.62 g of the desired product as an amphorous solid; M+H=372.3; ...